describe an organic reaction: reactants, conditions, products, and yield From a dataset of the Open Reaction Database (ORD), a public repository of structured organic reaction records. Reactants: BrC1=C(C=O)C=C(C(=C1)OC)O (2-bromo-5-hydroxy-4-methoxy-benzaldehyde), BrC1=CC=C(C=C1)B(O)O (4-bromophenyl boronic acid), [F-].[Cs+] (CsF). Reagents/catalysts: C=1C=CC(=CC1)[P](C=2C=CC=CC2)(C=3C=CC=CC3)[Pd]([P](C=4C=CC=CC4)(C=5C=CC=CC5)C=6C=CC=CC6)([P](C=7C=CC=CC7)(C=8C=CC=CC8)C=9C=CC=CC9)[P](C=1C=CC=CC1)(C=1C=CC=CC1)C=1C=CC=CC1 (Pd(PPh3)4). Solvent: COCCOC.CO (DME MeOH), C(Cl)Cl (CH2Cl2). Run at temperature 70 celsius. The product is BrC1=CC=C(C=C1)C=1C(=CC(=C(C1)OC)O)C=O (4′-Bromo-4-hydroxy-5-methoxy-biphenyl-2-carbaldehyde). The yield is 61.0%. Reaction SMILES: Br[C:2]1[CH:9]=[C:8]([O:10][CH3:11])[C:7]([OH:12])=[CH:6][C:3]=1[CH:4]=[O:5].[Br:13][C:14]1[CH:19]=[CH:18][C:17](B(O)O)=[CH:16][CH:15]=1.[F-].[Cs+]>COCCOC.CO.C(Cl)Cl.C1C=CC([P]([Pd]([P](C2C=CC=CC=2)(C2C=CC=CC=2)C2C=CC=CC=2)([P](C2C=CC=CC=2)(C2C=CC=CC=2)C2C=CC=CC=2)[P](C2C=CC=CC=2)(C2C=CC=CC=2)C2C=CC=CC=2)(C2C=CC=CC=2)C2C=CC=CC=2)=CC=1>[Br:13][C:14]1[CH:19]=[CH:18][C:17]([C:2]2[C:3]([CH:4]=[O:5])=[CH:6][C:7]([OH:12])=[C:8]([O:10][CH3:11])[CH:9]=2)=[CH:16][CH:15]=1 |f:2.3,4.5,^1:39,41,60,79|. Reported procedure: A mixture of 2-bromo-5-hydroxy-4-methoxy-benzaldehyde (1.00 g, 4.32 mmol), 4-bromophenyl boronic acid (1.04 g, 5.18 mmol), Pd(PPh3)4 (0.250 g), and CsF (1.97 g, 12.6 mmol) in DME/MeOH (1:1, 65 mL) was heated at 70° C. overnight. The mixture was diluted with CH2Cl2 and washed with water. The organic layer was dried over MgSO4, filtered, and the filtrate concentrated under reduced pressure. The residue was purified by flash chromatography eluting with hexane/CH2Cl2 (1:9) to give 0.809 g (60%) of t... Reactants: COC(=O)CC(NC(=O)c1cncc2c1cnn2-c1ccc(F)cc1)c1ccnc(S(C)(=O)=O)c1, CCO, CN. Product: CNC(=O)CC(NC(=O)c1cncc2c1cnn2-c1ccc(F)cc1)c1ccnc(S(C)(=O)=O)c1. RXN SMILES: [CH3:1][O:2][C:3]([CH2:4][CH:5]([c:6]1[cH:7][c:8]([S:12](=[O:13])(=[O:14])[CH3:15])[n:9][cH:10][cH:11]1)[NH:16][C:17](=[O:18])[c:19]1[c:20]2[c:21]([cH:22][n:23][cH:24]1)[n:25](-[c:28]1[cH:29][cH:30][c:31]([F:34])[cH:32][cH:33]1)[n:26][cH:27]2)=[O:35].[CH3:36][CH2:37][OH:38].[CH3:39][NH2:40]>>[O:2]=[C:3]([CH2:4][CH:5]([c:6]1[cH:7][c:8]([S:12](=[O:13])(=[O:14])[CH3:15])[n:9][cH:10][cH:11]1)[NH:16][C:17](=[O:18])[c:19]1[c:20]2[c:21]([cH:22][n:23][cH:24]1)[n:25](-[c:28]1[cH:29][cH:30][c:31]([F:34])[cH:32][cH:33]1)[n:26][cH:27]2)[NH:40][CH3:39]. Starting materials: C1(=CC=CC=C1)C (toluene), Cl (hydrochloric acid), CC12C(CC(C(CC1)C2(C)C)=O)=O (1,8,8-trimethylbicyclo[3.2.1]octane-2,4-dione), C(C)(=O)[O-].C(C)(=O)[O-].C(C)(=O)[O-].BrC=1C=CC(=C(C1)[Pb+3])CC (5-Bromo-2-ethylphenyllead triacetate). Reagents/catalysts: CN(C1=CC=NC=C1)C (4-dimethylaminopyridine). The solvent is C(Cl)(Cl)Cl (chloroform). Conditions: temperature 80 celsius, time 8 hour. Yields the product BrC=1C=CC(=C(C1)C1C(C2(CCC(C1=O)C2(C)C)C)=O)CC (rac-3-(5-bromo-2-ethylphenyl)-1,8,8-trimethylbicyclo[3.2.1]octane-2,4-dione). Reaction SMILES: [CH3:1][C:2]12[C:9]([CH3:11])([CH3:10])[CH:6]([CH2:7][CH2:8]1)[C:5](=[O:12])[CH2:4][C:3]2=[O:13].C1(C)C=CC=CC=1.C([O-])(=O)C.C([O-])(=O)C.C([O-])(=O)C.[Br:33][C:34]1[CH:35]=[CH:36][C:37]([CH2:41][CH3:42])=[C:38]([Pb+3])[CH:39]=1.Cl>C(Cl)(Cl)Cl.CN(C)C1C=CN=CC=1>[Br:33][C:34]1[CH:39]=[CH:38][C:37]([CH2:41][CH3:42])=[C:36]([CH:4]2[C:5](=[O:12])[CH:6]3[C:9]([CH3:10])([CH3:11])[C:2]([CH3:1])([CH2:8][CH2:7]3)[C:3]2=[O:13])[CH:35]=1 |f:2.3.4.5|. Procedure details: A solution of 1,8,8-trimethylbicyclo[3.2.1]octane-2,4-dione (0.22 g, 1.22 mmol) (preparation described by H. Favre et al., Can. J. Chem. (1956), 34 1329-39.) in dry chloroform (10 ml) is stirred at room temperature then thoroughly flushed with nitrogen. To this mixture is then added 4-dimethylaminopyridine (0.744 g, 6.15 mmol) and anhydrous toluene (3 ml), followed by heating to 80° C. 5-Bromo-2-ethylphenyllead triacetate (0.673 g, 1.18 mmol) is added portionwise over 10 minutes, and the mixture...